describe an organic reaction: reactants, conditions, products, and yield From a dataset of the Open Reaction Database (ORD), a public repository of structured organic reaction records. Reactants: CS(=O)(=O)C1=CC=C(C=C1)C(CC(C(F)(F)F)=O)=O (1-[4-(methylsulfonyl)phenyl]-4,4,4-trifluorobutane-1,3-dione), Cl.CC=1C=C(C=CC1Cl)NN ((3-methyl-4-chlorophenyl)hydrazine hydrochloride), O (water). Solvent: C(C)(=O)O (acetic acid). Conditions: time 30 minute. Yields the product ClC1=C(C=C(C=C1)N1N=C(C=C1C1=CC=C(C=C1)S(=O)(=O)C)C(F)(F)F)C (1-(4-chloro-3-methylphenyl)-5-[4-(methylsulfonyl)phenyl]-3-(trifluoromethyl)pyrazole). Isolated yield 65.1%. RXN SMILES: [CH3:1][S:2]([C:5]1[CH:10]=[CH:9][C:8]([C:11](=O)[CH2:12][C:13](=O)[C:14]([F:17])([F:16])[F:15])=[CH:7][CH:6]=1)(=[O:4])=[O:3].Cl.[CH3:21][C:22]1[CH:23]=[C:24]([NH:29][NH2:30])[CH:25]=[CH:26][C:27]=1[Cl:28].O>C(O)(=O)C>[Cl:28][C:27]1[CH:26]=[CH:25][C:24]([N:29]2[C:11]([C:8]3[CH:9]=[CH:10][C:5]([S:2]([CH3:1])(=[O:4])=[O:3])=[CH:6][CH:7]=3)=[CH:12][C:13]([C:14]([F:17])([F:16])[F:15])=[N:30]2)=[CH:23][C:22]=1[CH3:21] |f:1.2|. Reported procedure: A mixture of 1-[4-(methylsulfonyl)phenyl]-4,4,4-trifluorobutane-1,3-dione (620 mg) and (3-methyl-4-chlorophenyl)hydrazine hydrochloride (425 mg) in acetic acid (2 ml) was refluxed for 1 hour. After cooling, the solvent was poured into water (50 ml) and stirred for 30 minutes. The resulting precipitates were collected by filtration and washed with water and dried in vacuo. The residue was recrystallized from ethanol to afford 1-(4-chloro-3-methylphenyl)-5-[4-(methylsulfonyl)phenyl]-3-(trifluorome... The reactants are COc1ccccc1Br, C1CCOC1, O=C1Nc2cc(Cl)c(Cl)cc2C1=O, Cl, I, [Mg]. Yields the product COc1ccccc1C1(Cl)C(=O)Nc2cc(Cl)c(Cl)cc21. Reaction SMILES: [Br:1][c:2]1[c:3]([O:8][CH3:9])[cH:4][cH:5][cH:6][cH:7]1.[CH2:26]1[O:27][CH2:28][CH2:29][CH2:30]1.[Cl:12][c:13]1[cH:14][c:15]2[c:19]([cH:20][c:21]1[Cl:22])[NH:18][C:17](=[O:23])[C:16]2=[O:24].[ClH:25].[I:11].[Mg:10]>>[c:2]1([C:16]2([Cl:25])[c:15]3[cH:14][c:13]([Cl:12])[c:21]([Cl:22])[cH:20][c:19]3[NH:18][C:17]2=[O:23])[c:3]([O:8][CH3:9])[cH:4][cH:5][cH:6][cH:7]1. Reactants: NC1=NC(=C(C(=N1)N)C1=C(C(=CC=C1)Cl)Cl)C (2,4-Diamino-5-(2,3-dichlorophenyl)-6-methylpyrimidine), NC1=NC=C(C(=N1)N)C1=C(C(=C(C=C1)[N+](=O)[O-])Cl)Cl (2,4-Diamino-5-(2,3-dichloro-4-nitrophenyl)-pyrimidine), NC1=NC(=C(C(=N1)N)C1=C(C(=CC(=C1)[N+](=O)[O-])Cl)Cl)C (2,4-diamino-5(2,3-dichloro-5-nitrophenyl)-6-methyl pyrimidine). The product is NC1=NC(=C(C(=N1)N)C1=C(C(=C(C=C1)[N+](=O)[O-])Cl)Cl)C (2,4-Diamino-5-(2,3-dichloro-4-nitrophenyl)-6-methyl pyrimidine). Reaction SMILES: [NH2:1][C:2]1[N:7]=[C:6]([NH2:8])[C:5]([C:9]2[CH:14]=[CH:13][CH:12]=[C:11]([Cl:15])[C:10]=2[Cl:16])=[C:4]([CH3:17])[N:3]=1.NC1N=C(N)C(C2C=CC([N+:32]([O-:34])=[O:33])=C(Cl)C=2Cl)=CN=1.NC1N=C(N)C(C2C=C([N+]([O-])=O)C=C(Cl)C=2Cl)=C(C)N=1>>[NH2:1][C:2]1[N:7]=[C:6]([NH2:8])[C:5]([C:9]2[CH:14]=[CH:13][C:12]([N+:32]([O-:34])=[O:33])=[C:11]([Cl:15])[C:10]=2[Cl:16])=[C:4]([CH3:17])[N:3]=1. Reported procedure: This compound was made from the compound of Example 15 in an analogous manner to the compound of Example 39, mp. 265° C. Also obtained from this reaction was 2,4-diamino-5(2,3-dichloro-5-nitrophenyl)-6-methyl pyrimidine.